From a dataset of the Open Reaction Database (ORD), a public repository of structured organic reaction records. describe an organic reaction: reactants, conditions, products, and yield The reactants are BrC1=C2N=CNC2=NC=N1 (6-bromo-9H-purine), NC(C)C=1N=C2N(C(C1C1=NC=CC=C1)=O)C(=CS2)C (7-(1-aminoethyl)-3-methyl-6-pyridin-2-yl-5H-[1,3]thiazolo[3,2-a]pyrimidin-5-one), C(C)(C)N(C(C)C)CC (N,N-diisopropylethylamine). Solvent: C(C)O (ethanol). Yields the product CC1=CSC=2N1C(C(=C(N2)C(C)NC2=C1N=CNC1=NC=N2)C2=NC=CC=C2)=O (3-methyl-7-[1-(9H-purin-6-ylamino)ethyl]-6-pyridin-2-yl-5H-[1,3]thiazolo[3,2-a]pyrimidin-5-one). As a reaction SMILES: Br[C:2]1[N:10]=[CH:9][N:8]=[C:7]2[C:3]=1[N:4]=[CH:5][NH:6]2.[NH2:11][CH:12]([C:14]1[N:15]=[C:16]2[S:29][CH:28]=[C:27]([CH3:30])[N:17]2[C:18](=[O:26])[C:19]=1[C:20]1[CH:25]=[CH:24][CH:23]=[CH:22][N:21]=1)[CH3:13].C(N(CC)C(C)C)(C)C>C(O)C>[CH3:30][C:27]1[N:17]2[C:18](=[O:26])[C:19]([C:20]3[CH:25]=[CH:24][CH:23]=[CH:22][N:21]=3)=[C:14]([CH:12]([NH:11][C:2]3[N:10]=[CH:9][N:8]=[C:7]4[C:3]=3[N:4]=[CH:5][NH:6]4)[CH3:13])[N:15]=[C:16]2[S:29][CH:28]=1. Reported procedure: A mixture of 6-bromo-9H-purine (9.300 mg, 0.004673 mmol), 7-(1-aminoethyl)-3-methyl-6-pyridin-2-yl-5H-[1,3]thiazolo[3,2-a]pyrimidin-5-one (11 mg, 0.039 mmol), and N,N-diisopropylethylamine (8.152 μL, 0.004680 mmol) in ethanol (0.3 mL) was refluxed under nitrogen overnight. The mixture was concentrated under reduced pressure and the residue was purified on RP-HPLC (eluting with a gradient of methanol/water containing 1% TFA) to provide the product as a TFA salt. LCMS calculated for C19H17N8OS (M+...